From a dataset of the Open Reaction Database (ORD), a public repository of structured organic reaction records. describe an organic reaction: reactants, conditions, products, and yield Reaction conditions: time 4 hour. The solvent is CO (methanol), C(C)(=O)O (acetic acid), C(Cl)(Cl)Cl (chloroform). Yields the product COC1=CN=C2C=CC(N(C2=C1)CCN1CCC(CC1)NCC1=NC=C(C(=C1)OC)C)=O (7-methoxy-1-(2-(4-(((4-methoxy-5-methylpyridin-2-yl)methyl)amino)piperidin-1-yl)ethyl)-1,5-naphthyridin-2(1H)-one). Reaction SMILES: [CH3:1][O:2][C:3]1[C:8]([CH3:9])=[CH:7][N:6]=[C:5]([CH:10]=O)[CH:4]=1.C[O-].[Na+].CO.Cl.[NH2:18][CH:19]1[CH2:24][CH2:23][N:22]([CH2:25][CH2:26][N:27]2[C:36]3[C:31](=[N:32][CH:33]=[C:34]([O:37][CH3:38])[CH:35]=3)[CH:30]=[CH:29][C:28]2=[O:39])[CH2:21][CH2:20]1.C([BH3-])#N.[Na+].C(=O)([O-])O.[Na+]>CO.C(Cl)(Cl)Cl.C(O)(=O)C>[CH3:38][O:37][C:34]1[CH:35]=[C:36]2[C:31]([CH:30]=[CH:29][C:28](=[O:39])[N:27]2[CH2:26][CH2:25][N:22]2[CH2:21][CH2:20][CH:19]([NH:18][CH2:10][C:5]3[CH:4]=[C:3]([O:2][CH3:1])[C:8]([CH3:9])=[CH:7][N:6]=3)[CH2:24][CH2:23]2)=[N:32][CH:33]=1 |f:1.2.3,4.5,6.7,8.9|. The yield is 63.3%. Reported procedure: To a solution of 71 mg of 4-methoxy-5-methylpyridine-2-carbaldehyde in 2 mL of methanol, 0.27 g of a 28% sodium methoxide/methanol solution, 0.19 g of 1-(2-(4-aminopiperidin-1-yl)ethyl)-7-methoxy-1,5-naphthyridin-2(1H)-one hydrochloride and 27 μL of acetic acid were added. Then, 59 mg of sodium cyanoborohydride was added thereto and the mixture was stirred at room temperature for 4 hours. To the reaction mixture, chloroform and a saturated aqueous sodium hydrogen carbonate solution were added. T... Reactants: COC1=CC(=NC=C1C)C=O (4-methoxy-5-methylpyridine-2-carbaldehyde), C[O-].[Na+].CO (sodium methoxide methanol), Cl.NC1CCN(CC1)CCN1C(C=CC2=NC=C(C=C12)OC)=O (1-(2-(4-aminopiperidin-1-yl)ethyl)-7-methoxy-1,5-naphthyridin-2(1H)-one hydrochloride), C(#N)[BH3-].[Na+] (sodium cyanoborohydride), C(O)([O-])=O.[Na+] (sodium hydrogen carbonate).